Dataset: the Open Reaction Database (ORD), a public repository of structured organic reaction records. Task: describe an organic reaction: reactants, conditions, products, and yield The reactants are CN(C)CCCN, CC1C(=O)c2c([nH]c3ccc(Cl)cc3c2=O)CC1c1ccc(C(F)(F)F)cc1. RXN SMILES: [CH3:29][N:30]([CH2:31][CH2:32][CH2:33][NH2:34])[CH3:35].[Cl:1][c:2]1[cH:3][cH:4][c:5]2[nH:6][c:7]3[c:12]([c:13](=[O:16])[c:14]2[cH:15]1)[C:11](=[O:17])[CH:10]([CH3:18])[CH:9]([c:19]1[cH:20][cH:21][c:22]([C:25]([F:26])([F:27])[F:28])[cH:23][cH:24]1)[CH2:8]3>>[Cl:1][c:2]1[cH:3][cH:4][c:5]2[nH:6][c:7]3[c:12]([c:13](=[O:16])[c:14]2[cH:15]1)[C:11](=[N:34][CH2:33][CH2:32][CH2:31][N:30]([CH3:29])[CH3:35])[CH:10]([CH3:18])[CH:9]([c:19]1[cH:20][cH:21][c:22]([C:25]([F:26])([F:27])[F:28])[cH:23][cH:24]1)[CH2:8]3. Product: CC1C(=NCCCN(C)C)c2c([nH]c3ccc(Cl)cc3c2=O)CC1c1ccc(C(F)(F)F)cc1. Starting materials: C1CCOC1, CO, [Cl-], [Fe], CCOC(=O)C(C)=Cc1ccc([N+](=O)[O-])cc1, [NH4+], O. Product: CCOC(=O)C(C)=Cc1ccc(N)cc1. RXN SMILES: [CH2:23]1[O:24][CH2:25][CH2:26][CH2:27]1.[CH3:21][OH:22].[Cl-:18].[Fe:28].[N+:1]([O-:2])(=[O:3])[c:4]1[cH:5][cH:6][c:7]([CH:10]=[C:11]([C:12](=[O:13])[O:14][CH2:15][CH3:16])[CH3:17])[cH:8][cH:9]1.[NH4+:19].[OH2:20]>>[NH2:1][c:4]1[cH:5][cH:6][c:7]([CH:10]=[C:11]([C:12](=[O:13])[O:14][CH2:15][CH3:16])[CH3:17])[cH:8][cH:9]1. Reactants: N1(C)C(=O)N(C)C=2N=CNC2C1=O (theophylline), N1(C)C(=O)N(C)C=2N=CNC2C1=O.CCSC(=O)N(CC(C)C)CC(C)C (theophylline butylate), C1(CCCCC1)N=C=NC1CCCCC1 (dicyclohexyl-carbodiimide), ON1C(CCC1=O)=O (N-hydroxysuccinimide). Run in C(Cl)Cl (methylene chloride). Yields the product C1(CCC(N1N1C=2N(C(N(C)C(C2N=C1)=O)=O)C)=O)=O.CCSC(=O)N(CC(C)C)CC(C)C (N-succinimidyl-theophylline butylate). RXN SMILES: [N:1]1([C:12](=[O:13])[C:11]2[NH:10][CH:9]=[N:8][C:7]=2[N:5]([CH3:6])[C:3]1=[O:4])[CH3:2].[N:14]1([C:25](=[O:26])[C:24]2NC=N[C:20]=2N(C)[C:16]1=[O:17])C.[CH3:27][CH2:28][S:29][C:30]([N:32]([CH2:37][CH:38]([CH3:40])[CH3:39])[CH2:33][CH:34]([CH3:36])[CH3:35])=[O:31].C1(N=C=NC2CCCCC2)CCCCC1.ON1C(=O)CCC1=O>C(Cl)Cl>[C:16]1(=[O:17])[N:14]([N:8]2[CH:9]=[N:10][C:11]3[C:12](=[O:13])[N:1]([CH3:2])[C:3](=[O:4])[N:5]([CH3:6])[C:7]2=3)[C:25](=[O:26])[CH2:24][CH2:20]1.[CH3:27][CH2:28][S:29][C:30]([N:32]([CH2:37][CH:38]([CH3:39])[CH3:40])[CH2:33][CH:34]([CH3:35])[CH3:36])=[O:31] |f:1.2,6.7|. Procedure: The activation of theophylline was accomplished by dissolving theophylline-butylate (10 mg; MW 280.29; 3.57×10-5 moles) in methylene chloride (3.0 ml). A three mole excess of dicyclohexyl-carbodiimide (22 mg; MW 206.3) and a three mole excess of N-hydroxysuccinimide (12.3 mg; MW 115.09) were added, and the reaction mixture was stirred over night at room temperature. The mixture was filtered to remove dicyclohexylurea and was rotavaporated to dryness to yield ten milligrams of N-succinimidyl-theo... Reactants: FC1=CC2=C(C(NC3=NC=CC=C23)=O)C=C1 (9-Fluoro-5H-benzo[c][1,8]naphthyridin-6-one), CN(C)C=O (DMF), OC1=CC=C(C(=O)N)C=C1 (4-hydroxybenzamide), C([O-])([O-])=O.[K+].[K+] (potassium carbonate). Reaction conditions: temperature 180 celsius, time 20 minute. Yields the product O=C1NC2=NC=CC=C2C2=C1C=CC(=C2)OC2=CC=C(C=C2)NC(C)=O (N-[4-(6-Oxo-5,6-dihydro-benzo[c][1,8]naphthyridin-9-yloxy)-phenyl]-acetamide). Yield: 66.0%. RXN SMILES: F[C:2]1[CH:16]=[CH:15][C:5]2[C:6](=[O:14])[NH:7][C:8]3[C:13]([C:4]=2[CH:3]=1)=[CH:12][CH:11]=[CH:10][N:9]=3.[OH:17][C:18]1[CH:26]=[CH:25][C:21](C(N)=O)=[CH:20][CH:19]=1.[C:27](=O)([O-])[O-].[K+].[K+].C[N:34]([CH:36]=[O:37])C>>[O:14]=[C:6]1[C:5]2[CH:15]=[CH:16][C:2]([O:17][C:18]3[CH:19]=[CH:20][C:21]([NH:34][C:36](=[O:37])[CH3:27])=[CH:25][CH:26]=3)=[CH:3][C:4]=2[C:13]2[C:8](=[N:9][CH:10]=[CH:11][CH:12]=2)[NH:7]1 |f:2.3.4|. Procedure details: 9-Fluoro-5H-benzo[c][1,8]naphthyridin-6-one (40 mg, 0.19 mmol), 4-hydroxybenzamide (77 mg, 0.56 mmol), and potassium carbonate (129 mg, 0.93 mmol) were suspended in DMF (1.5 mL), and stirred for 20 minutes at 180° C. in the microwave. The reaction mixture was quenched with H2O. The resulting precipitate was filtered, and washed with H2O. The precipitate was triturated with MeOH, filtered, washed with MeOH, and dried under vacuum to provide 81 (41 mg, 66% yield) as a tan solid. LC-MS (M+H=332, ob... Starting materials: ClC1=CC=C(C(=O)N2C(=C(C3=CC(=CC=C23)OC)CC(=O)O)C)C=C1 (1-(p-chlorobenzoyl)-5-methoxy-2-methyl-3-indoleacetic acid), BrCC(=O)OCC1=CC=CC=C1 (benzyl bromoacetate). Solvent: CN(C=O)C (dimethylformamide). Reaction conditions: time 45 minute. Yields the product C(C)(=O)OC(C1=CC=CC=C1)OC(CC1=C(N(C2=CC=C(C=C12)OC)C(C1=CC=C(C=C1)Cl)=O)C)=O ([1-(p-chlorobenzoyl)-5-methoxy-2-methyl-3-indoleacetoxy]-benzyl acetate). Isolated yield 81.0%. Reaction SMILES: [Cl:1][C:2]1[CH:25]=[CH:24][C:5]([C:6]([N:8]2[C:16]3[C:11](=[CH:12][C:13]([O:17][CH3:18])=[CH:14][CH:15]=3)[C:10]([CH2:19][C:20]([OH:22])=[O:21])=[C:9]2[CH3:23])=[O:7])=[CH:4][CH:3]=1.Br[CH2:27][C:28]([O:30][CH2:31][C:32]1[CH:37]=[CH:36][CH:35]=[CH:34][CH:33]=1)=[O:29]>CN(C)C=O>[C:28]([O:30][CH:31]([O:21][C:20](=[O:22])[CH2:19][C:10]1[C:11]2[C:16](=[CH:15][CH:14]=[C:13]([O:17][CH3:18])[CH:12]=2)[N:8]([C:6](=[O:7])[C:5]2[CH:24]=[CH:25][C:2]([Cl:1])=[CH:3][CH:4]=2)[C:9]=1[CH3:23])[C:32]1[CH:37]=[CH:36][CH:35]=[CH:34][CH:33]=1)(=[O:29])[CH3:27]. Procedure: 180 g (0.503 mol) of 1-(p-chlorobenzoyl)-5-methoxy-2-methyl-3-indoleacetic acid were dissolved in 900 ml of dimethylformamide, 35 g of triturated, anhydrous potassium carbonate were added and stirring was continued for 45 minutes at 50°C. 128 g (0.558 mol) of benzyl bromoacetate were then added and the mixture was stirred for 3 hours at 50°C. After evaporating the dimethylformamide under vacuum, the residue was dissolved in chloroform, washed several times with water, dried over sodium sulphate ... The reactants are BrC=1C=C2C(=C(C=NC2=CC1)[N+](=O)[O-])NC=1C(=NN(C1)C)C ((6-Bromo-3-nitro-quinolin-4-yl)-(1,3-dimethyl-1H-pyrazol-4-yl)-amine). The reagents and catalysts are [Ni] (Raney nickel). Solvent: CO.C1CCOC1 (MeOH THF). Yields the product BrC=1C=C2C(=C(C=NC2=CC1)N)NC=1C(=NN(C1)C)C (6-Bromo-N*4*-(1,3-dimethyl-1H-pyrazol-4-yl)-quinoline-3,4-diamine). RXN SMILES: [Br:1][C:2]1[CH:3]=[C:4]2[C:9](=[CH:10][CH:11]=1)[N:8]=[CH:7][C:6]([N+:12]([O-])=O)=[C:5]2[NH:15][C:16]1[C:17]([CH3:22])=[N:18][N:19]([CH3:21])[CH:20]=1>CO.C1COCC1.[Ni]>[Br:1][C:2]1[CH:3]=[C:4]2[C:9](=[CH:10][CH:11]=1)[N:8]=[CH:7][C:6]([NH2:12])=[C:5]2[NH:15][C:16]1[C:17]([CH3:22])=[N:18][N:19]([CH3:21])[CH:20]=1 |f:1.2|. Procedure details: (6-Bromo-3-nitro-quinolin-4-yl)-(1,3-dimethyl-1H-pyrazol-4-yl)-amine (Stage A.3, 3.67 g 9.73 mmol) was shacked in MeOH/THF 1:1 (120 ml) under 1.1 bar H2 in presence of Raney nickel (1.50 g) as catalyst for 5 h at rt. The RM was filtered over celite, the catalyst was washed with MeOH/DCM and the solution was evaporated to dryness to give the title compound as a red solid (HPLC tR 2.44 min (Method A); M+H=334; M−H=332 MS-ES) Starting materials: c1ccc(COc2ccc(Oc3cccnc3)cc2)cc1, C1CCOC1, CCO. Yields the product Oc1ccc(Oc2cccnc2)cc1. Reaction SMILES: [CH2:1]([c:2]1[cH:3][cH:4][cH:5][cH:6][cH:7]1)[O:8][c:9]1[cH:10][cH:11][c:12]([O:13][c:14]2[cH:15][n:16][cH:17][cH:18][cH:19]2)[cH:20][cH:21]1.[CH2:22]1[O:23][CH2:24][CH2:25][CH2:26]1.[CH3:27][CH2:28][OH:29]>>[OH:8][c:9]1[cH:10][cH:11][c:12]([O:13][c:14]2[cH:15][n:16][cH:17][cH:18][cH:19]2)[cH:20][cH:21]1. The reactants are [Br-], CCO, CCCCCC, Cc1onc(-c2ccc(Cl)o2)c1-c1ccccc1, [K+]. Yields the product Cc1onc(-c2ccco2)c1-c1ccccc1. Reaction SMILES: [Br-:22].[CH3:1][CH2:2][OH:3].[CH3:24][CH2:25][CH2:26][CH2:27][CH2:28][CH3:29].[Cl:4][c:5]1[cH:6][cH:7][c:8](-[c:10]2[n:11][o:12][c:13]([CH3:21])[c:14]2-[c:15]2[cH:16][cH:17][cH:18][cH:19][cH:20]2)[o:9]1.[K+:23]>>[cH:5]1[cH:6][cH:7][c:8](-[c:10]2[n:11][o:12][c:13]([CH3:21])[c:14]2-[c:15]2[cH:16][cH:17][cH:18][cH:19][cH:20]2)[o:9]1. The reactants are ClC=1C=CC(=C(OCC2CCN(CC2)CCCNC(C2=CC=CC=C2)(C2=CC=CC=C2)C2=CC=CC=C2)C1)OC (4-[(5-chloro-2-methoxyphenoxy)methyl]-N-(triphenylmethyl)-1-piperidinepropanamine). Run in CO (methanol). Conditions: temperature 0 celsius. Yields the product Cl.ClC=1C=CC(=C(OCC2CCN(CC2)CCCN)C1)OC (4-[(5-Chloro-2-methoxyphenoxy)methyl]-1-piperidinepropanamine hydrochloride). Yield: 84.9%. As a reaction SMILES: [Cl:1][C:2]1[CH:3]=[CH:4][C:5]([O:39][CH3:40])=[C:6]([CH:38]=1)[O:7][CH2:8][CH:9]1[CH2:14][CH2:13][N:12]([CH2:15][CH2:16][CH2:17][NH:18]C(C2C=CC=CC=2)(C2C=CC=CC=2)C2C=CC=CC=2)[CH2:11][CH2:10]1>CO>[ClH:1].[Cl:1][C:2]1[CH:3]=[CH:4][C:5]([O:39][CH3:40])=[C:6]([CH:38]=1)[O:7][CH2:8][CH:9]1[CH2:10][CH2:11][N:12]([CH2:15][CH2:16][CH2:17][NH2:18])[CH2:13][CH2:14]1 |f:2.3|. Reported procedure: 9.5 g (0.017 mol) of 4-[(5-chloro-2-methoxyphenoxy)methyl]-N-(triphenylmethyl)-1-piperidinepropanamine are suspended in 215 ml of methanol. The reaction mixture is cooled to 0° C. and gaseous hydrochloric acid is bubbled in. The reaction mixture is allowed to return to room temperature and is evaporated to dryness, and the product obtained is recrystallised in an MeOH/AcOEt (50 ml:150 ml) mixture. Yield: 84.9%, M.p. 153°-157° C.